The task is: describe an organic reaction: reactants, conditions, products, and yield. This data is from the Open Reaction Database (ORD), a public repository of structured organic reaction records. Reactants: CC(CC=O)(C)C (3,3-dimethyl-butyraldehyde), C[O-].[Na+] (sodium methoxide), ClC1=CC=C(CC#N)C=C1 (4-chlorobenzyl cyanide). Solvent: CO (methanol). Product: ClC1=CC=C(C=C1)/C(/C#N)=C/CC(C)(C)C ((Z)-2-(4-chloro-phenyl)-5,5-dimethyl-hex-2-enenitrile). Yield: 71.3%. Reaction SMILES: [Cl:1][C:2]1[CH:10]=[CH:9][C:5]([CH2:6][C:7]#[N:8])=[CH:4][CH:3]=1.[CH3:11][C:12]([CH3:17])([CH3:16])[CH2:13][CH:14]=O.C[O-].[Na+]>CO>[Cl:1][C:2]1[CH:10]=[CH:9][C:5](/[C:6](=[CH:14]/[CH2:13][C:12]([CH3:17])([CH3:16])[CH3:11])/[C:7]#[N:8])=[CH:4][CH:3]=1 |f:2.3|. Procedure: In a manner similar to the method described in Example 1b, 4-chlorobenzyl cyanide (4.5 g, 30 mmol) was reacted with 3,3-dimethyl-butyraldehyde (Aldrich) (3 g, 30 mmol), methanolic solution (25 wt %) of sodium methoxide (7 mL, 30 mmol) in methanol (130 mL) at room temperature for 3 h to give (Z)-2-(4-chloro-phenyl)-5,5-dimethyl-hex-2-enenitrile as a colorless oil (5 g, 71%). Reactants: Cc1nc2c([N+](=O)[O-])cc(N3CCOCC3)cc2n1Cc1ccccc1, CCO. The product is Cc1nc2c(N)cc(N3CCOCC3)cc2n1Cc1ccccc1. Reaction SMILES: [CH3:1][c:2]1[n:3][c:4]2[c:5]([n:6]1[CH2:7][c:8]1[cH:9][cH:10][cH:11][cH:12][cH:13]1)[cH:14][c:15]([N:21]1[CH2:22][CH2:23][O:24][CH2:25][CH2:26]1)[cH:16][c:17]2[N+:18]([O-:19])=[O:20].[CH3:27][CH2:28][OH:29]>>[CH3:1][c:2]1[n:3][c:4]2[c:5]([n:6]1[CH2:7][c:8]1[cH:9][cH:10][cH:11][cH:12][cH:13]1)[cH:14][c:15]([N:21]1[CH2:22][CH2:23][O:24][CH2:25][CH2:26]1)[cH:16][c:17]2[NH2:18]. Starting materials: Cl (hydrochloric acid), O (water), [OH-].[Li+] (lithium hydroxide), C(C)OC(CCCCN1CCN(CC1)C=1SC=C(N1)C1=CC=2C(CCC(C2C=C1)(C)C)(C)C)=O (5-{4-[4-(5,5,8,8-tetramethyl-5,6,7,8-tetrahydronaphthalen-2-yl)thiazol-2-yl]piperazin-1-yl}pentanoic acid ethyl ester). Run in C1CCOC1 (THF). Run at time 8 hour. The product is CC1(C=2C=CC(=CC2C(CC1)(C)C)C=1N=C(SC1)N1CCN(CC1)CCCCC(=O)O)C (5-{4-[4-(5,5,8,8-tetramethyl-5,6,7,8-tetrahydronaphthalen-2-yl)thiazol-2-yl]piperazin-1-yl}pentanoic acid). Reaction SMILES: C([O:3][C:4](=[O:34])[CH2:5][CH2:6][CH2:7][CH2:8][N:9]1[CH2:14][CH2:13][N:12]([C:15]2[S:16][CH:17]=[C:18]([C:20]3[CH:29]=[CH:28][C:27]4[C:26]([CH3:31])([CH3:30])[CH2:25][CH2:24][C:23]([CH3:33])([CH3:32])[C:22]=4[CH:21]=3)[N:19]=2)[CH2:11][CH2:10]1)C.O.[OH-].[Li+].Cl>C1COCC1>[CH3:30][C:26]1([CH3:31])[CH2:25][CH2:24][C:23]([CH3:32])([CH3:33])[C:22]2[CH:21]=[C:20]([C:18]3[N:19]=[C:15]([N:12]4[CH2:13][CH2:14][N:9]([CH2:8][CH2:7][CH2:6][CH2:5][C:4]([OH:34])=[O:3])[CH2:10][CH2:11]4)[S:16][CH:17]=3)[CH:29]=[CH:28][C:27]1=2 |f:2.3|. Procedure details: 60 mg of 5-{4-[4-(5,5,8,8-tetramethyl-5,6,7,8-tetrahydronaphthalen-2-yl)thiazol-2-yl]piperazin-1-yl}pentanoic acid ethyl ester from step a was dissolved in 2.5 ml of THF, 250 μl of water and 11 mg (0.43 mmol) of lithium hydroxide were added, and the mixture was stirred at room temperature overnight. The reaction mixture was neutralised using a 1N hydrochloric acid solution, evaporated to dryness and purified by means of preparative HPLC. The product is in the form of the trifluoroacetate salt.